From a dataset of the Open Reaction Database (ORD), a public repository of structured organic reaction records. describe an organic reaction: reactants, conditions, products, and yield Starting materials: C=C(C)n1c(=O)n(CCCC(=O)OCC)c2ccccc21, CCO, [Na+], [OH-], O, O=S(=O)(O)O. Product: CCOC(=O)CCCn1c(=O)[nH]c2ccccc21. As a reaction SMILES: [CH3:1][C:2](=[CH2:3])[n:4]1[c:5](=[O:21])[n:6]([CH2:13][CH2:14][CH2:15][C:16](=[O:17])[O:18][CH2:19][CH3:20])[c:7]2[c:8]1[cH:9][cH:10][cH:11][cH:12]2.[CH3:30][CH2:31][OH:32].[Na+:28].[OH-:27].[OH2:29].[S:22](=[O:23])(=[O:24])([OH:25])[OH:26]>>[nH:4]1[c:5](=[O:21])[n:6]([CH2:13][CH2:14][CH2:15][C:16](=[O:17])[O:18][CH2:19][CH3:20])[c:7]2[c:8]1[cH:9][cH:10][cH:11][cH:12]2. Reactants: CC(C)(C)OC(=O)CNC(=O)C1=C(O)c2cc(Cl)ccc2C2(CCCCC2)C1=O, O=C(O)C(F)(F)F. Yields the product O=C(O)CNC(=O)C1=C(O)c2cc(Cl)ccc2C2(CCCCC2)C1=O. RXN SMILES: [Cl:1][c:2]1[cH:3][c:4]2[c:14]([cH:15][cH:16]1)[C:8]1([C:7](=[O:17])[C:6]([C:18](=[O:19])[NH:20][CH2:21][C:22](=[O:23])[O:24][C:25]([CH3:26])([CH3:27])[CH3:28])=[C:5]2[OH:29])[CH2:9][CH2:10][CH2:11][CH2:12][CH2:13]1.[F:30][C:31]([F:32])([F:33])[C:34]([OH:35])=[O:36]>>[Cl:1][c:2]1[cH:3][c:4]2[c:14]([cH:15][cH:16]1)[C:8]1([C:7](=[O:17])[C:6]([C:18](=[O:19])[NH:20][CH2:21][C:22](=[O:23])[OH:24])=[C:5]2[OH:29])[CH2:9][CH2:10][CH2:11][CH2:12][CH2:13]1. Starting materials: N#Cc1ccc(C(=O)Cl)cc1, Cl, CCOC(=O)c1sc(N)nc1C, c1ccncc1. Yields the product CCOC(=O)c1sc(NC(=O)c2ccc(C#N)cc2)nc1C. Reaction SMILES: [C:1](#[N:2])[c:3]1[cH:4][cH:5][c:6]([C:7](=[O:8])[Cl:9])[cH:10][cH:11]1.[ClH:12].[NH2:13][c:14]1[s:15][c:16]([C:20](=[O:21])[O:22][CH2:23][CH3:24])[c:17]([CH3:19])[n:18]1.[cH:25]1[cH:26][cH:27][n:28][cH:29][cH:30]1>>[C:1](#[N:2])[c:3]1[cH:4][cH:5][c:6]([C:7](=[O:8])[NH:13][c:14]2[s:15][c:16]([C:20](=[O:21])[O:22][CH2:23][CH3:24])[c:17]([CH3:19])[n:18]2)[cH:10][cH:11]1. Starting materials: BrC1=C(OC(C2OCC(NC2)=O)C2=CC=CC=C2)C=CC=C1 (6-[(2-Bromo-phenoxy)-phenyl-methyl]-morpholin-3-one), N1=CC=C(C=C1)B(O)O (4-pyridineboronic acid). Product: C1(=CC=CC=C1)[C@@H]([C@@H]1CNCCO1)OC1=C(C=CC=C1)C=1C=NC=CC1 ((S)-2-[(S)-Phenyl-(2-pyridin-3-yl-phenoxy)-methyl]-morpholine). Reaction SMILES: Br[C:2]1[CH:22]=[CH:21][CH:20]=[CH:19][C:3]=1[O:4][CH:5]([C:13]1[CH:18]=[CH:17][CH:16]=[CH:15][CH:14]=1)[CH:6]1[CH2:11][NH:10][C:9](=O)[CH2:8][O:7]1.[N:23]1[CH:28]=[CH:27][C:26](B(O)O)=[CH:25][CH:24]=1>>[C:13]1([C@H:5]([O:4][C:3]2[CH:19]=[CH:20][CH:21]=[CH:22][C:2]=2[C:25]2[CH:24]=[N:23][CH:28]=[CH:27][CH:26]=2)[C@H:6]2[O:7][CH2:8][CH2:9][NH:10][CH2:11]2)[CH:18]=[CH:17][CH:16]=[CH:15][CH:14]=1. Procedure: (S)-2-[(S)-Phenyl-(2-pyridin-3-yl-phenoxy)-methyl]-morpholine was synthesized from 6-[(2-Bromo-phenoxy)-phenyl-methyl]-morpholin-3-one and 4-pyridineboronic acid according to general procedures A and B and was isolated as a gummy oil. MS (APCI): 347 [M+H]+. Starting materials: [Br-], C1CCOC1, COc1ccc([Mg+])cc1, Cl, O=C(O)c1cncnc1C(=O)O. The product is COc1ccc(C(=O)c2ncncc2C(=O)O)cc1. RXN SMILES: [Br-:13].[CH2:24]1[O:25][CH2:26][CH2:27][CH2:28]1.[CH3:14][O:15][c:16]1[cH:17][cH:18][c:19]([Mg+:22])[cH:20][cH:21]1.[ClH:23].[n:1]1[cH:2][n:3][c:4]([C:10](=[O:11])[OH:12])[c:5]([C:7](=[O:8])[OH:9])[cH:6]1>>[n:1]1[cH:2][n:3][c:4]([C:10](=[O:12])[c:19]2[cH:18][cH:17][c:16]([O:15][CH3:14])[cH:21][cH:20]2)[c:5]([C:7](=[O:8])[OH:9])[cH:6]1. The reactants are CC(C)(C)OC(=O)NC(C)(C)C(=O)O, CCN=C=NCCCN(C)C, ClCCl, CN(C)NC(=O)C1(Cc2ccccc2)CCN(C(=O)C(N)Cc2c[nH]c3ccccc23)CC1, CCN(C(C)C)C(C)C, Cl, On1nnc2cccnc21. The product is CN(C)NC(=O)C1(Cc2ccccc2)CCN(C(=O)C(Cc2c[nH]c3ccccc23)NC(=O)C(C)(C)NC(=O)OC(C)(C)C)CC1. Reaction SMILES: [C:1]([CH3:2])([CH3:3])([CH3:4])[O:5][C:6](=[O:7])[NH:8][C:9]([C:10](=[O:11])[OH:12])([CH3:13])[CH3:14].[CH2:26]([N:27]=[C:28]=[N:29][CH2:30][CH2:31][CH2:32][N:33]([CH3:34])[CH3:35])[CH3:36].[CH2:79]([Cl:80])[Cl:81].[CH3:37][N:38]([NH:39][C:40](=[O:41])[C:42]1([CH2:62][c:63]2[cH:64][cH:65][cH:66][cH:67][cH:68]2)[CH2:43][CH2:44][N:45]([C:48]([CH:49]([CH2:50][c:51]2[cH:52][nH:53][c:54]3[cH:55][cH:56][cH:57][cH:58][c:59]23)[NH2:60])=[O:61])[CH2:46][CH2:47]1)[CH3:69].[CH:70]([N:71]([CH:72]([CH3:73])[CH3:74])[CH2:75][CH3:76])([CH3:77])[CH3:78].[ClH:25].[OH:15][n:16]1[c:17]2[n:18][cH:19][cH:20][cH:21][c:22]2[n:23][n:24]1>>[C:1]([CH3:2])([CH3:3])([CH3:4])[O:5][C:6](=[O:7])[NH:8][C:9]([C:10](=[O:12])[NH:60][CH:49]([C:48]([N:45]1[CH2:44][CH2:43][C:42]([C:40]([NH:39][N:38]([CH3:37])[CH3:69])=[O:41])([CH2:62][c:63]2[cH:64][cH:65][cH:66][cH:67][cH:68]2)[CH2:47][CH2:46]1)=[O:61])[CH2:50][c:51]1[cH:52][nH:53][c:54]2[cH:55][cH:56][cH:57][cH:58][c:59]12)([CH3:13])[CH3:14]. Starting materials: C1CCOC1, CO, CC(=O)O, Cl, COC(=O)c1ccc2c(C3CCCCC3)c(-c3ccccc3CN)n(CC3OCCO3)c2c1, [Na+], [OH-]. The product is COC(=O)c1ccc2c(C3CCCCC3)c3n(c2c1)CCNCc1ccccc1-3. Reaction SMILES: [CH2:39]1[O:40][CH2:41][CH2:42][CH2:43]1.[CH3:37][OH:38].[CH3:44][C:45](=[O:46])[OH:47].[ClH:1].[NH2:2][CH2:3][c:4]1[c:5](-[c:10]2[n:11]([CH2:29][CH:30]3[O:31][CH2:32][CH2:33][O:34]3)[c:12]3[cH:13][c:14]([C:25](=[O:26])[O:27][CH3:28])[cH:15][cH:16][c:17]3[c:18]2[CH:19]2[CH2:20][CH2:21][CH2:22][CH2:23][CH2:24]2)[cH:6][cH:7][cH:8][cH:9]1.[Na+:36].[OH-:35]>>[NH:2]1[CH2:3][c:4]2[c:5]([cH:6][cH:7][cH:8][cH:9]2)-[c:10]2[n:11]([c:12]3[cH:13][c:14]([C:25](=[O:26])[O:27][CH3:28])[cH:15][cH:16][c:17]3[c:18]2[CH:19]2[CH2:20][CH2:21][CH2:22][CH2:23][CH2:24]2)[CH2:29][CH2:30]1.